From a dataset of the Open Reaction Database (ORD), a public repository of structured organic reaction records. describe an organic reaction: reactants, conditions, products, and yield The reactants are CN1CCN(C)C1=O, CCOC(C)=O, CCN(C(C)C)C(C)C, Fc1cnc2[nH]ccc2c1Cl, NC(=O)C1CCCNC1, [Na+], O=C([O-])O. Product: NC(=O)C1CCCN(c2c(F)cnc3[nH]ccc23)C1. Reaction SMILES: [CH3:30][N:31]1[CH2:32][CH2:33][N:34]([CH3:35])[C:36]1=[O:37].[CH3:38][CH2:39][O:40][C:41]([CH3:42])=[O:43].[CH:21]([N:22]([CH2:23][CH3:24])[CH:25]([CH3:26])[CH3:27])([CH3:28])[CH3:29].[Cl:1][c:2]1[c:3]2[c:4]([n:5][cH:6][c:7]1[F:8])[nH:9][cH:10][cH:11]2.[NH:12]1[CH2:13][CH:14]([C:18](=[O:19])[NH2:20])[CH2:15][CH2:16][CH2:17]1.[Na+:44].[OH:45][C:46](=[O:47])[O-:48]>>[c:2]1([N:12]2[CH2:13][CH:14]([C:18](=[O:19])[NH2:20])[CH2:15][CH2:16][CH2:17]2)[c:3]2[c:4]([n:5][cH:6][c:7]1[F:8])[nH:9][cH:10][cH:11]2. Starting materials: O1CCOCC1 (dioxane), S(=O)([O-])S(=O)[O-].[Na+].[Na+] (sodium dithionite), C([O-])([O-])=O.[Na+].[Na+] (sodium carbonate), C1(=CC=CC=C1)C#CC1=C(C=C(C=C1)[N+](=O)[O-])C1=C(C=CC(=C1)[N+](=O)[O-])C#CC1=CC=CC=C1 (2,2'-bis(phenylethynyl)-5,5'-dinitrobiphenyl). The solvent is O (water). The product is C1(=CC=CC=C1)C#CC1=C(C=C(C=C1)N)C1=C(C=CC(=C1)N)C#CC1=CC=CC=C1 (2,2'-bis(phenylethynyl)-5,5'-diaminobiphenyl). Yield: 46.0%. As a reaction SMILES: S(S([O-])=O)([O-])=O.[Na+].[Na+].C(=O)([O-])[O-].[Na+].[Na+].[C:15]1([C:21]#[C:22][C:23]2[CH:28]=[CH:27][C:26]([N+:29]([O-])=O)=[CH:25][C:24]=2[C:32]2[CH:37]=[C:36]([N+:38]([O-])=O)[CH:35]=[CH:34][C:33]=2[C:41]#[C:42][C:43]2[CH:48]=[CH:47][CH:46]=[CH:45][CH:44]=2)[CH:20]=[CH:19][CH:18]=[CH:17][CH:16]=1.O1CCOCC1>O>[C:43]1([C:42]#[C:41][C:33]2[CH:34]=[CH:35][C:36]([NH2:38])=[CH:37][C:32]=2[C:24]2[CH:25]=[C:26]([NH2:29])[CH:27]=[CH:28][C:23]=2[C:22]#[C:21][C:15]2[CH:20]=[CH:19][CH:18]=[CH:17][CH:16]=2)[CH:44]=[CH:45][CH:46]=[CH:47][CH:48]=1 |f:0.1.2,3.4.5|. Reported procedure: A solution of sodium dithionite (8.00, 0.0460 mole) and sodium carbonate (7.01 g, 0.0661 mole) in water (50 ml) was stirred under a nitrogen atmosphere while 2,2'-bis(phenylethynyl)-5,5'-dinitrobiphenyl (0.500 g, 0.00112 mole) was added followed by dioxane (50 ml). The reaction mixture was stirred and refluxed for 2 hours and then the solvent was removed under vacuum. The residue was extracted with benzene and the filtered benzene extracts were freeze-dried to afford 0.198 g (46%) of 2,2'-bis(ph... The reactants are CC(C)(C)[O-], COc1ccc[nH]c1=O, CS(C)=O, Cl, Cc1cc([N+](=O)[O-])ccc1F, [K+], O. Product: COc1cccn(-c2ccc([N+](=O)[O-])cc2C)c1=O. As a reaction SMILES: [CH3:10][C:11]([CH3:12])([O-:13])[CH3:14].[CH3:1][O:2][c:3]1[c:4](=[O:9])[nH:5][cH:6][cH:7][cH:8]1.[CH3:28][S:29](=[O:30])[CH3:31].[ClH:27].[F:16][c:17]1[c:18]([CH3:26])[cH:19][c:20]([N+:23](=[O:24])[O-:25])[cH:21][cH:22]1.[K+:15].[OH2:32]>>[CH3:1][O:2][c:3]1[c:4](=[O:9])[n:5](-[c:17]2[c:18]([CH3:26])[cH:19][c:20]([N+:23](=[O:24])[O-:25])[cH:21][cH:22]2)[cH:6][cH:7][cH:8]1.